Task: describe an organic reaction: reactants, conditions, products, and yield. Dataset: the Open Reaction Database (ORD), a public repository of structured organic reaction records Starting materials: C(=O)(O)C1N(C2C(N(C2O1)C(C(=O)OCC1=CC=CC=C1)=C(C)C)=O)C(C1=CC=CC=C1)=O (benzyl α-(3ξ-carboxy-2-benzoyl-7-oxo-4-oxa-2,6-diazabicyclo[3.2.0]heptan-6-yl)-α-isopropylideneacetate), C(C(=O)Cl)(=O)Cl (oxalyl chloride), [N+](=[N-])=CC(=O)C1N(C2C(N(C2O1)C(C(=O)OCC1=CC=CC=C1)=C(C)C)=O)C(C1=CC=CC=C1)=O (benzyl α-(3ξ-diazoacetyl-2-benzoyl-7-oxo-4-oxa-2,6-diazabicyclo[3.2.0]heptan-6-yl)-α-isopropylideneacetate), Cl (hydrogen chloride). Run in C1=CC=CC=C1 (benzene), CN(C=O)C (N,N-dimethylformamide), CCOCC (ether). Conditions: time 30 minute. Yields the product ClCC(=O)C1N(C2C(N(C2O1)C(C(=O)OCC1=CC=CC=C1)=C(C)C)=O)C(C1=CC=CC=C1)=O (benzyl α-(3ξ-chloroacetyl-2-benzoyl-7-oxo-4-oxa-2,6-diazabicyclo[3.2.0]heptan-6-yl)-α-isopropylideneacetate). RXN SMILES: [C:1]([CH:4]1[O:10][CH:9]2[CH:6]([C:7](=[O:25])[N:8]2[C:11](=[C:22]([CH3:24])[CH3:23])[C:12]([O:14][CH2:15][C:16]2[CH:21]=[CH:20][CH:19]=[CH:18][CH:17]=2)=[O:13])[N:5]1[C:26](=[O:33])[C:27]1[CH:32]=[CH:31][CH:30]=[CH:29][CH:28]=1)(O)=[O:2].C(Cl)(=O)[C:35]([Cl:37])=O.[N+](=CC(C1OC2C(C(=O)N2C(=C(C)C)C(OCC2C=CC=CC=2)=O)N1C(=O)C1C=CC=CC=1)=O)=[N-].Cl>C1C=CC=CC=1.CN(C)C=O.CCOCC>[Cl:37][CH2:35][C:1]([CH:4]1[O:10][CH:9]2[CH:6]([C:7](=[O:25])[N:8]2[C:11](=[C:22]([CH3:23])[CH3:24])[C:12]([O:14][CH2:15][C:16]2[CH:21]=[CH:20][CH:19]=[CH:18][CH:17]=2)=[O:13])[N:5]1[C:26](=[O:33])[C:27]1[CH:28]=[CH:29][CH:30]=[CH:31][CH:32]=1)=[O:2]. Procedure details: To a solution of 5.8 g of benzyl α-(3ξ-carboxy-2-benzoyl-7-oxo-4-oxa-2,6-diazabicyclo[3.2.0]heptan-6-yl)-α-isopropylideneacetate dissolved in a mixture of 70 ml of benzene and 0.14 ml of N,N-dimethylformamide is added 1.33 ml of oxalyl chloride at room temperature under nitrogen atmosphere, and the mixture allowed to stand for 30 minutes, and concentrated to 1/2 volume. The resulting solution of benzyl α-(3ξ-chlorocarbonyl-2-benzoyl-7-oxo-4-oxa-2,6-diazabicyclo[3.2.0]heptan-6-yl)-α-isopropyliden... Starting materials: FC=1C=NC(=NC1)N1CC2(N=C(SCC2C1)N)C=1C=NC=CC1 (Racemic 6-(5-fluoropyrimidin-2-yl)-7a-(3-pyridyl)-4,4a,5,7-tetrahydropyrrolo[3,4-d][1,3]thiazin-2-amine), C(C)(C)O (isopropanol). Solvent: C(=O)=O (CO2). Yields the product FC=1C=NC(=NC1)N1C[C@@]2(N=C(SC[C@@H]2C1)N)C=1C=NC=CC1 ((4aR,7aS)-6-(5-Fluoropyrimidin-2-yl)-7a-(3-pyridyl)-4,4a,5,7-tetrahydropyrrolo[3,4-d][1,3]thiazin-2-amine). The yield is 13.9%. RXN SMILES: [F:1][C:2]1[CH:3]=[N:4][C:5]([N:8]2[CH2:16][CH:15]3[C:10]([C:18]4[CH:19]=[N:20][CH:21]=[CH:22][CH:23]=4)([N:11]=[C:12]([NH2:17])[S:13][CH2:14]3)[CH2:9]2)=[N:6][CH:7]=1.C(O)(C)C>C(=O)=O>[F:1][C:2]1[CH:7]=[N:6][C:5]([N:8]2[CH2:16][C@@H:15]3[C@@:10]([C:18]4[CH:19]=[N:20][CH:21]=[CH:22][CH:23]=4)([N:11]=[C:12]([NH2:17])[S:13][CH2:14]3)[CH2:9]2)=[N:4][CH:3]=1. Procedure details: Racemic 6-(5-fluoropyrimidin-2-yl)-7a-(3-pyridyl)-4,4a,5,7-tetrahydropyrrolo[3,4-d][1,3]thiazin-2-amine (137 mg, 0.415 mmol) is separated into its constituent enantiomers by chiral SFC (Column: Chiralpak AD-H (5μ), 21.2×250 mm; eluent: 35% isopropanol (0.2% diethylmethylamine) in CO2; flow: 70 mL/min at UV 260 nm). The second eluting isomer is the title compound (19 mg). ES/MS (m/e): 331 (M+1). Starting materials: C1=C(C=CC=C1O)C (m-cresol), CN1C(CCC1)=O (N-methyl-2-pyrrolidone). Product: CN1C(CCC1)=O.C1=C(C=CC=C1O)C (N-methyl-2-pyrrolidone m-cresol). RXN SMILES: [CH:1]1[C:6]([OH:7])=[CH:5][CH:4]=[CH:3][C:2]=1[CH3:8].[CH3:9][N:10]1[CH2:14][CH2:13][CH2:12][C:11]1=[O:15]>>[CH3:9][N:10]1[CH2:14][CH2:13][CH2:12][C:11]1=[O:15].[CH:1]1[C:6]([OH:7])=[CH:5][CH:4]=[CH:3][C:2]=1[CH3:8] |f:2.3|. Procedure details: Distillation was conducted in the same manner as in Example A2 except that the internal pressure of flask of 1.33×103 Pa was used instead of that of 1.33×104 Pa in Example A2, to thereby obtain about 10 g each of the forerun, middle-run, post-run and bottom. The compositions of N-methyl-2-pyrrolidone and m-cresol contained therein were determined in the same manner as in Example A2 to give each the same composition, N-methyl-2-pyrrolidone/m-cresol=47.8% by weight/52.2% by weight (1:1 by molar ra... Reactants: CO, COC(=O)c1ccc(NC(=S)NN=C(C)c2nn(C)c(-c3ccc(Cl)c(Cl)c3)c2O)cc1[N+](=O)[O-], Cl, [Na+], [OH-], O. Product: CC(=NNC(=S)Nc1ccc(C(=O)O)c([N+](=O)[O-])c1)c1nn(C)c(-c2ccc(Cl)c(Cl)c2)c1O. Reaction SMILES: [CH3:40][OH:41].[Cl:1][c:2]1[cH:3][c:4](-[c:9]2[c:10]([OH:35])[c:11]([C:15]([CH3:16])=[N:17][NH:18][C:19](=[S:20])[NH:21][c:22]3[cH:23][c:24]([N+:32](=[O:33])[O-:34])[c:25]([C:26](=[O:27])[O:28][CH3:29])[cH:30][cH:31]3)[n:12][n:13]2[CH3:14])[cH:5][cH:6][c:7]1[Cl:8].[ClH:38].[Na+:37].[OH-:36].[OH2:39]>>[Cl:1][c:2]1[cH:3][c:4](-[c:9]2[c:10]([OH:35])[c:11]([C:15]([CH3:16])=[N:17][NH:18][C:19](=[S:20])[NH:21][c:22]3[cH:23][c:24]([N+:32](=[O:33])[O-:34])[c:25]([C:26](=[O:27])[OH:28])[cH:30][cH:31]3)[n:12][n:13]2[CH3:14])[cH:5][cH:6][c:7]1[Cl:8]. Reactants: FC=1C=CC(=C(C1)C(CC(CNC1=C2C=NN(C2=CC(=C1)C)C=1C=C(C=CC1)C(=O)N([C@H](C)C(=O)O)C)(C(F)(F)F)O)(C)C)OC (N-{[3-(4-{[4-[5-fluoro-2-(methyloxy)phenyl]-2-hydroxy-4-methyl-2-(trifluoromethyl)pentyl]amino}-6-methyl-1H-indazol-1-yl)phenyl]carbonyl}-N-methyl-D-alanine), N (ammonia). Product: NC([C@@H](C)N(C(C1=CC(=CC=C1)N1N=CC2=C(C=C(C=C12)C)NCC(CC(C)(C)C1=C(C=CC(=C1)F)OC)(C(F)(F)F)O)=O)C)=O (N-[(1R)-2-Amino-1-methyl-2-oxoethyl]-3-(4-{[4-[5-fluoro-2-(methyloxy)phenyl]-2-hydroxy-4-methyl-2-(trifluoromethyl)pentyl]amino}-6-methyl-1H-indazol-1-yl)-N-methylbenzamide). As a reaction SMILES: [F:1][C:2]1[CH:3]=[CH:4][C:5]([O:45][CH3:46])=[C:6]([C:8]([CH3:44])([CH3:43])[CH2:9][C:10]([OH:42])([C:38]([F:41])([F:40])[F:39])[CH2:11][NH:12][C:13]2[CH:21]=[C:20]([CH3:22])[CH:19]=[C:18]3[C:14]=2[CH:15]=[N:16][N:17]3[C:23]2[CH:24]=[C:25]([C:29]([N:31]([CH3:37])[C@@H:32]([C:34](O)=[O:35])[CH3:33])=[O:30])[CH:26]=[CH:27][CH:28]=2)[CH:7]=1.[NH3:47]>>[NH2:47][C:34](=[O:35])[C@H:32]([N:31]([CH3:37])[C:29](=[O:30])[C:25]1[CH:26]=[CH:27][CH:28]=[C:23]([N:17]2[C:18]3[C:14](=[C:13]([NH:12][CH2:11][C:10]([OH:42])([C:38]([F:41])([F:40])[F:39])[CH2:9][C:8]([C:6]4[CH:7]=[C:2]([F:1])[CH:3]=[CH:4][C:5]=4[O:45][CH3:46])([CH3:44])[CH3:43])[CH:21]=[C:20]([CH3:22])[CH:19]=3)[CH:15]=[N:16]2)[CH:24]=1)[CH3:33]. Reported procedure: Prepared similarly to Example 14 from N-{[3-(4-{[4-[5-fluoro-2-(methyloxy)phenyl]-2-hydroxy-4-methyl-2-(trifluoromethyl)pentyl]amino}-6-methyl-1H-indazol-1-yl)phenyl]carbonyl}-N-methyl-D-alanine and ammonia. Starting materials: C(C)(C)O (isopropanol), O (water), ClC=1SC=C(C1Cl)C=O (2,3-dichlorothiophene-4-aldehyde), O (water), [BH4-].[Na+] (sodium borohydride). Solvent: ClCCl (dichloromethane). Conditions: time 45 minute. Yields the product ClC=1SC=C(C1Cl)CO (2,3-dichloro-4-hydroxymethylthiophene). The yield is 90.0%. Reaction SMILES: C(O)(C)C.O.[Cl:6][C:7]1[S:8][CH:9]=[C:10]([CH:13]=[O:14])[C:11]=1[Cl:12].[BH4-].[Na+]>ClCCl>[Cl:6][C:7]1[S:8][CH:9]=[C:10]([CH2:13][OH:14])[C:11]=1[Cl:12] |f:3.4|. Procedure: 300 ml of isopropanol, 300 ml of water and 200 g of 2,3-dichlorothiophene-4-aldehyde are placed in a 2 liter flask; over a period of 45 minutes, 16 g of sodium borohydride is added in portions. The reaction is exothermic and is cooled to take place at from 35° to 40° C. Subsequently, the two-phase mixture is stirred for 30 minutes at this temperature and then 300 ml of water and 500 ml of dichloromethane are added. After the phases have been separated, the aqueous phase is extracted twice with 2...